From a dataset of the Open Reaction Database (ORD), a public repository of structured organic reaction records. describe an organic reaction: reactants, conditions, products, and yield Starting materials: BrC=1C(=CC2=C(C=3N(C4CC2C4)C(=C(N3)C(=O)N)C=O)C1)F (10-bromo-9-fluoro-3-formyl-6,7-dihydro-5H-5,7-methanobenzo[c]imidazo[1,2-a]azepine-2-carboxamide), C1CNCC1O (DL-3-hydroxypyrrolidine), 9-fluoro-10-(3-hydroxy-3-methyl-but-1-ynyl)-3-[(4-methylpiperazin-1-yl)methyl]-5,6,7,12-tetrahydro-5,7-methanobenzo[c]imidazo[1,2-a]azepine-2-carboxamide. The product is BrC=1C(=CC2=C(C=3N(C4CC2C4)C(=C(N3)C(=O)N)CN3CC(CC3)O)C1)F (10-bromo-9-fluoro-3((3-hydroxypyrrolidin-1-yl)methyl)-6,7-dihydro-5H-5,7-methanobenzo[c]imidazo[1,2-a]azepine-2-carboxamide). As a reaction SMILES: [Br:1][C:2]1[C:3]([F:22])=[CH:4][C:5]2[CH:11]3[CH2:12][CH:9]([CH2:10]3)[N:8]3[C:13]([CH:19]=O)=[C:14]([C:16]([NH2:18])=[O:17])[N:15]=[C:7]3[C:6]=2[CH:21]=1.[CH2:23]1[CH:27]([OH:28])[CH2:26][NH:25][CH2:24]1>>[Br:1][C:2]1[C:3]([F:22])=[CH:4][C:5]2[CH:11]3[CH2:10][CH:9]([CH2:12]3)[N:8]3[C:13]([CH2:19][N:25]4[CH2:24][CH2:23][CH:27]([OH:28])[CH2:26]4)=[C:14]([C:16]([NH2:18])=[O:17])[N:15]=[C:7]3[C:6]=2[CH:21]=1. Procedure: 10-bromo-9-fluoro-3-formyl-6,7-dihydro-5H-5,7-methanobenzo[c]imidazo[1,2-a]azepine-2-carboxamide (75 mg) was reacted with DL-3-hydroxypyrrolidine similarly to as described in the synthesis of 9-fluoro-10-(3-hydroxy-3-methyl-but-1-ynyl)-3-[(4-methylpiperazin-1-yl)methyl]-5,6,7,12-tetrahydro-5,7-methanobenzo[c]imidazo[1,2-a]azepine-2-carboxamide to afford 10-bromo-9-fluoro-3((3-hydroxypyrrolidin-1-yl)methyl)-6,7-dihydro-5H-5,7-methanobenzo[c]imidazo[1,2-a]azepine-2-carboxamide which was directly r... Reported procedure: To a solution of methyl 5-(1,2-dihydroxypropyl)-2-pyridinecarboxylate (6 mg) in pyridine (0.1 ml), acetic anhydride (50 μl) was added at room temperature. After stirring for 1 hour at room temperature, the reaction mixture was evaporated under N2 gas. The residue was applied to a silica gel plate (Kiesselgel GF254, 10×10 cm, Merck trademark) and developed with chloroform-methanol (95:5) to give methyl 5-(1,2-diacetoxypropyl)-2-pyridinecarboxylate: white amorphous powder; molecular formula C14H17... Reaction conditions: time 1 hour. RXN SMILES: [OH:1][CH:2]([C:6]1[CH:7]=[CH:8][C:9]([C:12]([O:14][CH3:15])=[O:13])=[N:10][CH:11]=1)[CH:3]([OH:5])[CH3:4]>N1C=CC=CC=1.C(OC(=O)C)(=O)C>[C:2]([O:1][CH:2]([C:6]1[CH:7]=[CH:8][C:9]([C:12]([O:14][CH3:15])=[O:13])=[N:10][CH:11]=1)[CH:3]([O:5][C:12](=[O:13])[CH3:9])[CH3:4])(=[O:1])[CH3:3]. Run in N1=CC=CC=C1 (pyridine), C(C)(=O)OC(C)=O (acetic anhydride). Starting materials: OC(C(C)O)C=1C=CC(=NC1)C(=O)OC (methyl 5-(1,2-dihydroxypropyl)-2-pyridinecarboxylate). The product is C(C)(=O)OC(C(C)OC(C)=O)C=1C=CC(=NC1)C(=O)OC (methyl 5-(1,2-diacetoxypropyl)-2-pyridinecarboxylate). Starting materials: C(=O)(O)CNC(SC)=S (methyl carboxymethyldithiocarbamate), [N-]=[N+]=[N-].[Na+] (sodium azide). The solvent is O (water). Yields the product C(=O)(O)CN1N=NN=C1S (1-carboxymethyl-tetrazole-5-thiol). As a reaction SMILES: [C:1]([CH2:4][NH:5][C:6](=[S:9])SC)([OH:3])=[O:2].[N-:10]=[N+:11]=[N-:12].[Na+]>O>[C:1]([CH2:4][N:5]1[C:6]([SH:9])=[N:12][N:11]=[N:10]1)([OH:3])=[O:2] |f:1.2|. Procedure details: A mixture of 16.5 g. (0.1 mol.) of methyl carboxymethyldithiocarbamate and 14.3 g. (0.22 mol.) of sodium azide in 150 ml. of water was heated at 56° for 12 hours. The reaction mixture was extracted with ether, then acidified to pH 1.5 with dilute hydrochloric acid and extracted with ethyl acetate. The extract was dried (MgSO4) and evaporated to dryness to give 1-carboxymethyl-tetrazole-5-thiol, m.p. 178°-179°. Reactants: C1OC23[C@]4(C)[C@@H](CC2(OCCO3)OC1)[C@@H]1C[C@H](C3CCCC[C@]3(C)[C@H]1CC4)C (17,17-bis(ethylendioxy)-6β-methylandrostane), C(#N)[C@H]1C[C@H]2[C@@H]3CCC([C@@]3(C)CC[C@@H]2[C@]2(CCC(CC12)=O)C)=O (6α-cyanoandrostane-3,17-dione). Product: C[C@@H]1C[C@H]2[C@@H]3CCC([C@@]3(C)CC[C@@H]2[C@]2(CCC(CC12)=O)C)=O (6β-Methylandrostane-3,17-dione). Yield: 94.0%. Reaction SMILES: C1COC23OCCOC2([C@]2(CC[C@H]4[C@@H](C[C@@H](C)C5[C@]4(C)CCCC5)[C@@H]2C3)C)O1.[C:29]([C@@H:31]1[CH:48]2[C@:43]([CH3:50])([CH2:44][CH2:45][C:46](=[O:49])[CH2:47]2)[C@@H:42]2[C@H:33]([C@H:34]3[C@@:38]([CH2:40][CH2:41]2)([CH3:39])[C:37](=[O:51])[CH2:36][CH2:35]3)[CH2:32]1)#N>>[CH3:29][C@H:31]1[CH:48]2[C@:43]([CH3:50])([CH2:44][CH2:45][C:46](=[O:49])[CH2:47]2)[C@@H:42]2[C@H:33]([C@H:34]3[C@@:38]([CH2:40][CH2:41]2)([CH3:39])[C:37](=[O:51])[CH2:36][CH2:35]3)[CH2:32]1. Procedure: The title compound II-ax was prepared in 94% yield from 3,3:17,17-bis(ethylendioxy)-6β-methylandrostane by the procedure described above for the preparation of 6α-cyanoandrostane-3,17-dione (II-ac, Prepn. 3). The combined organic extracts were washed with H2O, dried over Na2SO4 and evaporated to dryness. 1H-NMR (300 MHz, acetone-d6, ppm from TMS): δ 2.77-0.75 (m, 21H), 1.18 (s, 3H), 0.98 (d, 3H), 0.90 (s, 3H). Reactants: CC(C)(C)OC(=O)N1CCCC(Nc2nc(-c3ccccc3O)nc3ccccc23)C1, CO, Cl, C1COCCO1. Product: Oc1ccccc1-c1nc(NC2CCCNC2)c2ccccc2n1. As a reaction SMILES: [C:1]([O:2][C:3](=[O:4])[N:8]1[CH2:9][CH:10]([NH:14][c:15]2[n:16][c:17](-[c:25]3[c:26]([OH:31])[cH:27][cH:28][cH:29][cH:30]3)[n:18][c:19]3[cH:20][cH:21][cH:22][cH:23][c:24]23)[CH2:11][CH2:12][CH2:13]1)([CH3:5])([CH3:6])[CH3:7].[CH3:33][OH:34].[ClH:32].[O:35]1[CH2:36][CH2:37][O:38][CH2:39][CH2:40]1>>[NH:8]1[CH2:9][CH:10]([NH:14][c:15]2[n:16][c:17](-[c:25]3[c:26]([OH:31])[cH:27][cH:28][cH:29][cH:30]3)[n:18][c:19]3[cH:20][cH:21][cH:22][cH:23][c:24]23)[CH2:11][CH2:12][CH2:13]1.